From a dataset of the Open Reaction Database (ORD), a public repository of structured organic reaction records. describe an organic reaction: reactants, conditions, products, and yield Starting materials: FC(OC1=CC=C(OC2=CC=[N+](C=C2)[O-])C=C1)(F)F (4-[4-(Trifluoromethoxy)phenoxy]pyridine-N-oxide), C(=O)[O-].[NH4+] (Ammonium formate). Reagents/catalysts: [Pd] (palladium on carbon). The solvent is C(C)O (ethanol). Reaction conditions: temperature 20 celsius, time 6 hour. Yields the product FC(OC1=CC=C(OC2=CC=NC=C2)C=C1)(F)F (4-[4-(Trifluoromethoxy)phenoxy]pyridine). Isolated yield 97.8%. Reaction SMILES: [F:1][C:2]([F:19])([F:18])[O:3][C:4]1[CH:17]=[CH:16][C:7]([O:8][C:9]2[CH:14]=[CH:13][N+:12]([O-])=[CH:11][CH:10]=2)=[CH:6][CH:5]=1.C([O-])=O.[NH4+]>C(O)C.[Pd]>[F:19][C:2]([F:1])([F:18])[O:3][C:4]1[CH:5]=[CH:6][C:7]([O:8][C:9]2[CH:10]=[CH:11][N:12]=[CH:13][CH:14]=2)=[CH:16][CH:17]=1 |f:1.2|. Procedure details: After 4-[4-(Trifluoromethoxy)phenoxy]pyridine-N-oxide (50 mg) was dissolved in ethanol (1.8 mL) and 10 w/w % palladium on carbon (4 mg) was added. And then Ammonium formate (120 mg) was added. The resulting mixture was stirred at 20° C. for 6 hr. The reaction mixture was filtered to remove the catalyst followed by concentration in vacuo to give a residual substance. And the a residual substance was extracted with dichloromethane. The extract was condensed under reduced pressure to give 46 mg (98...